Dataset: the Open Reaction Database (ORD), a public repository of structured organic reaction records. Task: describe an organic reaction: reactants, conditions, products, and yield The reactants are C(C)(C)(C)OC(=O)C1=C(CS[C@H]2N1C(C2NC(CS(=O)(=O)CC(F)(F)F)=O)=O)C(CCNC(=O)N)SC2=NN=NN2 (7-(2,2,2-trifluoroethylsulfonylacetamido)-3-[1-(2-ureidoethyl)-tetrazol-5-ylthiomethyl]-3-cephem-4-carboxylic acid t-butyl ester), FC(C(=O)O)(F)F (trifluoroacetic acid). Run in C(C)#N (acetonitrile). Conditions: time 3 hour. Product: FC(CS(=O)(=O)CC(=O)NC1[C@@H]2N(C(=C(CS2)C(CCNC(=O)N)SC2=NN=NN2)C(=O)O)C1=O)(F)F (7-(2,2,2-Trifluoroethylsulfonylacetamido)-3-[1-(2-ureidoethyl)tetrazol-5-ylthiomethyl]-3-cephem-4-carboxylic acid). Reaction SMILES: C([O:5][C:6]([C:8]1[N:13]2[C:14](=[O:28])[CH:15]([NH:16][C:17](=[O:27])[CH2:18][S:19]([CH2:22][C:23]([F:26])([F:25])[F:24])(=[O:21])=[O:20])[C@H:12]2[S:11][CH2:10][C:9]=1[CH:29]([S:36][C:37]1[NH:41][N:40]=[N:39][N:38]=1)[CH2:30][CH2:31][NH:32][C:33]([NH2:35])=[O:34])=[O:7])(C)(C)C.FC(F)(F)C(O)=O>C(#N)C>[F:25][C:23]([F:24])([F:26])[CH2:22][S:19]([CH2:18][C:17]([NH:16][CH:15]1[C:14](=[O:28])[N:13]2[C:8]([C:6]([OH:7])=[O:5])=[C:9]([CH:29]([S:36][C:37]3[NH:41][N:40]=[N:39][N:38]=3)[CH2:30][CH2:31][NH:32][C:33]([NH2:35])=[O:34])[CH2:10][S:11][C@H:12]12)=[O:27])(=[O:20])=[O:21]. Reported procedure: The ester is dissolved in acetonitrile and trifluoroacetic acid is added. The solution is stirred for 3 hours, then evaporated to dryness to give the title compound. Product: CCOC(=O)CC1CCC(c2nc3c(-c4ccc(-c5ccccc5)nc4)cnn3c(N(COCC[Si](C)(C)C)COCC[Si](C)(C)C)c2Br)CC1. Reaction SMILES: [Br:51][N:52]1[C:53](=[O:54])[CH2:55][CH2:56][C:57]1=[O:58].[CH3:1][Si:2]([CH2:3][CH2:4][O:5][CH2:6][N:7]([c:8]1[cH:9][c:10]([CH:29]2[CH2:30][CH2:31][CH:32]([CH2:35][C:36](=[O:37])[O:38][CH2:39][CH3:40])[CH2:33][CH2:34]2)[n:11][c:12]2[n:13]1[n:14][cH:15][c:16]2-[c:17]1[cH:18][n:19][c:20](-[c:23]2[cH:24][cH:25][cH:26][cH:27][cH:28]2)[cH:21][cH:22]1)[CH2:41][O:42][CH2:43][CH2:44][Si:45]([CH3:46])([CH3:47])[CH3:48])([CH3:49])[CH3:50].[CH3:59][C:60]#[N:61]>>[CH3:1][Si:2]([CH2:3][CH2:4][O:5][CH2:6][N:7]([c:8]1[c:9]([Br:51])[c:10]([CH:29]2[CH2:30][CH2:31][CH:32]([CH2:35][C:36](=[O:37])[O:38][CH2:39][CH3:40])[CH2:33][CH2:34]2)[n:11][c:12]2[n:13]1[n:14][cH:15][c:16]2-[c:17]1[cH:18][n:19][c:20](-[c:23]2[cH:24][cH:25][cH:26][cH:27][cH:28]2)[cH:21][cH:22]1)[CH2:41][O:42][CH2:43][CH2:44][Si:45]([CH3:46])([CH3:47])[CH3:48])([CH3:49])[CH3:50]. Starting materials: O=C1CCC(=O)N1Br, CCOC(=O)CC1CCC(c2cc(N(COCC[Si](C)(C)C)COCC[Si](C)(C)C)n3ncc(-c4ccc(-c5ccccc5)nc4)c3n2)CC1, CC#N.